Dataset: the Open Reaction Database (ORD), a public repository of structured organic reaction records. Task: describe an organic reaction: reactants, conditions, products, and yield Starting materials: ClC1=NC(=CC=C1S(=O)(=O)C1=CC=C(C=C1)OC)C (2-Chloro-3-(4-methoxybenzenesulfonyl)-6-methylpyridine), C(=O)([O-])[O-].[Na+].[Na+] (Na2CO3), Br (HBr). Run in O (H2O). Conditions: temperature 110 celsius. Product: BrC1=NC(=CC=C1S(=O)(=O)C1=CC=C(C=C1)O)C (4-(2-Bromo-6-methylpyridine-3-sulfonyl)-phenol). Yield: 62.0%. Reaction SMILES: Cl[C:2]1[C:7]([S:8]([C:11]2[CH:16]=[CH:15][C:14]([O:17]C)=[CH:13][CH:12]=2)(=[O:10])=[O:9])=[CH:6][CH:5]=[C:4]([CH3:19])[N:3]=1.C([O-])([O-])=O.[Na+].[Na+].[BrH:26]>O>[Br:26][C:2]1[C:7]([S:8]([C:11]2[CH:16]=[CH:15][C:14]([OH:17])=[CH:13][CH:12]=2)(=[O:10])=[O:9])=[CH:6][CH:5]=[C:4]([CH3:19])[N:3]=1 |f:1.2.3|. Procedure details: 2-Chloro-3-(4-methoxybenzenesulfonyl)-6-methylpyridine (4.74 g, 15.92 mmol) was suspended in HBr (84 mL, 48%). The orange reaction mixture was heated at 110° C. for 24 h. The reaction mixture was cooled to rt, diluted with H2O, and was treated with Na2CO3 until neutral. The aqueous layer was extracted with EtOAc (3×). The combined organic layers were washed with brine, dried over MgSO4, filtered, and concentrated to afford a colorless solid (3.22 g, 62% yield) which was used without further puri...